Task: describe an organic reaction: reactants, conditions, products, and yield. Dataset: the Open Reaction Database (ORD), a public repository of structured organic reaction records Reactants: C(C1=CC=CC=C1)O[C@H]1C[C@H]2N=C(S[C@H]2O[C@@H]1C=O)N(C)C ((3aR,5S,6S,7aR)-6-(benzyloxy)-2-(dimethylamino)-5,6,7,7a-tetrahydro-3aH-pyrano[3,2-d]thiazole-5-carbaldehyde), CCCC[N+](CCCC)(CCCC)CCCC.[F-] (TBAF), [Si](C)(C)(C)C(F)(F)F (TMSCF3), CCCC[N+](CCCC)(CCCC)CCCC.[F-] (TBAF). The solvent is C1CCOC1 (THF), C(=O)(O)[O-].[Na+] (NaHCO3). Reaction conditions: time 2 hour. The product is C(C1=CC=CC=C1)O[C@H]1C[C@H]2N=C(S[C@H]2O[C@@H]1C(C(F)(F)F)O)N(C)C (1-((3aR,5R,6S,7aR)-6-(benzyloxy)-2-(dimethylamino)-5,6,7,7a-tetrahydro-3aH-pyrano[3,2-d]thiazol-5-yl)-2,2,2-trifluoroethanol). The yield is 34.6%. RXN SMILES: [CH2:1]([O:8][C@@H:9]1[C@@H:17]([CH:18]=[O:19])[O:16][C@H:15]2[C@H:11]([N:12]=[C:13]([N:20]([CH3:22])[CH3:21])[S:14]2)[CH2:10]1)[C:2]1[CH:7]=[CH:6][CH:5]=[CH:4][CH:3]=1.[Si]([C:27]([F:30])([F:29])[F:28])(C)(C)C.CCCC[N+](CCCC)(CCCC)CCCC.[F-]>C1COCC1.C([O-])(O)=O.[Na+]>[CH2:1]([O:8][C@@H:9]1[C@@H:17]([CH:18]([OH:19])[C:27]([F:30])([F:29])[F:28])[O:16][C@H:15]2[C@H:11]([N:12]=[C:13]([N:20]([CH3:22])[CH3:21])[S:14]2)[CH2:10]1)[C:2]1[CH:7]=[CH:6][CH:5]=[CH:4][CH:3]=1 |f:2.3,5.6|. Procedure details: To a solution of (3aR,5S,6S,7aR)-6-(benzyloxy)-2-(dimethylamino)-5,6,7,7a-tetrahydro-3aH-pyrano[3,2-d]thiazole-5-carbaldehyde (0.650 g) in anhydrous THF (15 mL) at room temperature was TMSCF3 (0.750 mL, 5.08 mmol) followed by TBAF (1.0 M in THF, 0.10 mL, 0.10 mmol). The reaction was stirred at room temperature for 2 h. Another 2.50 mL of TBAF (1.0 M in THF) was added and the mixture was stirred at room temperature for 18 h. The solution was diluted with saturated aqueous NaHCO3 (30 mL), extracte...